From a dataset of the Open Reaction Database (ORD), a public repository of structured organic reaction records. describe an organic reaction: reactants, conditions, products, and yield The reactants are Cl (hydrogen chloride), Cl (hydrochloric acid), [Al+3].[Cl-].[Cl-].[Cl-] (AlCl3), COCCCC1=CC=CC=C1 (3-methoxypropylbenzene), C(C)(=O)Cl (acetyl chloride). The solvent is C(Cl)Cl (CH2Cl2). The product is COCCCC1=CC=C(C=C1)C(C)=O (p-(3-methoxypropyl)acetophenone). Reaction SMILES: [Al+3].[Cl-].[Cl-].[Cl-].[CH3:5][O:6][CH2:7][CH2:8][CH2:9][C:10]1[CH:15]=[CH:14][CH:13]=[CH:12][CH:11]=1.[C:16](Cl)(=[O:18])[CH3:17].Cl>C(Cl)Cl>[CH3:5][O:6][CH2:7][CH2:8][CH2:9][C:10]1[CH:15]=[CH:14][C:13]([C:16](=[O:18])[CH3:17])=[CH:12][CH:11]=1 |f:0.1.2.3|. Procedure details: Next, 195 g of AlCl3 and 100 g of 3-methoxypropylbenzene were poured into 1.5 liters of CH2Cl2, and the resulting mixture was cooled with ice under stirring. Thereto was gradually added dropwise 79 g of acetyl chloride (CH3COCl), and the thus obtained mixture was stirred under ice-cooling continuously for 6 hours. After the termination of the evolution of hydrogen chloride (HCl) gas was ascertained, the reaction solution was poured into 1 liter of dilute hydrochloric acid, and the CH2Cl2 layer w... Starting materials: COC(C1=C(C=C(C(=C1)[N+](=O)[O-])NC)OC)=O (2-methoxy-4-methylamino-5-nitro-benzoic acid methyl ester). Reagents/catalysts: [Pd] (Pd/C). The product is COC(C1=C(C=C(C(=C1)N)NC)OC)=O (5-Amino-2-methoxy-4-methylamino-benzoic acid methyl ester). Isolated yield 90.5%. Reaction SMILES: [CH3:1][O:2][C:3](=[O:17])[C:4]1[CH:9]=[C:8]([N+:10]([O-])=O)[C:7]([NH:13][CH3:14])=[CH:6][C:5]=1[O:15][CH3:16]>[Pd]>[CH3:1][O:2][C:3](=[O:17])[C:4]1[CH:9]=[C:8]([NH2:10])[C:7]([NH:13][CH3:14])=[CH:6][C:5]=1[O:15][CH3:16]. Reported procedure: 5-Amino-2-methoxy-4-methylamino-benzoic acid methyl ester (95 mg) was prepared by following General Procedure B starting from 2-methoxy-4-methylamino-5-nitro-benzoic acid methyl ester (120 mg) and Pd/C (10% by weight, 12 mg). The crude product was used in the next step without further purification.